The task is: describe an organic reaction: reactants, conditions, products, and yield. This data is from the Open Reaction Database (ORD), a public repository of structured organic reaction records. Starting materials: C=O, CC(=O)O, CO, CC(Cl)Cl, COc1ccc2oc(-c3ccc(N)c(F)n3)cc2c1. The product is CNc1ccc(-c2cc3cc(OC)ccc3o2)nc1F. Reaction SMILES: [CH2:20]=[O:21].[CH3:22][C:23](=[O:24])[OH:25].[CH3:26][OH:27].[Cl:28][CH:29]([Cl:30])[CH3:31].[F:1][c:2]1[n:3][c:4](-[c:9]2[o:10][c:11]3[c:12]([cH:13]2)[cH:14][c:15]([O:18][CH3:19])[cH:16][cH:17]3)[cH:5][cH:6][c:7]1[NH2:8]>>[F:1][c:2]1[n:3][c:4](-[c:9]2[o:10][c:11]3[c:12]([cH:13]2)[cH:14][c:15]([O:18][CH3:19])[cH:16][cH:17]3)[cH:5][cH:6][c:7]1[NH:8][CH3:22].